From a dataset of the Open Reaction Database (ORD), a public repository of structured organic reaction records. describe an organic reaction: reactants, conditions, products, and yield Reactants: C(C=C)O[C@@H]1C[C@@H](C2=CC(=CC=C12)Br)NC[C@H]([C@H](CC1=CC(=CC(=C1)F)F)N)O ((2R,3S)-1-((1S,3R)-3-(Allyloxy)-6-bromo-2,3-dihydro-1H-inden-1-ylamino)-3-amino-4-(3,5-difluorophenyl)butan-2-ol), C(C=C)O[C@@H]1C[C@@H](C2=CC(=CC=C12)Br)NC[C@H]([C@H](CC1=CC(=CC(=C1)F)F)N)O ((2R,3S)-1-((1S,3R)-3-(Allyloxy)-6-bromo-2,3-dihydro-1H-inden-1-ylamino)-3-amino-4-(3,5-difluorophenyl)butan-2-ol), CN(C(CCCCC)=O)[C@H](C(=O)O)CCC=C ((S)-2-(N-methylhexanamido)hex-5-enoic acid), C(C=C)OC1CC(C2=CC(=CC=C12)OC1=CC=CC=C1)NC[C@H]([C@H](CC1=CC=CC=C1)N)O[Si](C)(C)C(C)(C)C ((2R,3S)-N1-(3-(allyloxy)-6-phenoxy-2,3-dihydro-1H-inden-1-yl)-2-(tert-butyldimethylsilyloxy)-4-phenylbutane-1,3-diamine). The product is C(C=C)OC1CC(C2=CC(=CC=C12)OC1=CC=CC=C1)NC[C@H]([C@H](CC1=CC=CC=C1)NC([C@H](CCC=C)N(C(CCCCC)=O)C)=O)O[Si](C)(C)C(C)(C)C ((2S)-N-((2S,3R)-4-(3-(allyloxy)-6-phenoxy-2,3-dihydro-1H-inden-1-ylamino)-3-(tert-butyldimethylsilyloxy)-1-phenylbutan-2-yl)-2-(N-methylhexanamido)hex-5-enamide). Yield: 39.6%. Reaction SMILES: C(O[C@H]1C2C(=CC(Br)=CC=2)[C@@H](NC[C@@H](O)[C@@H](N)CC2C=C(F)C=C(F)C=2)C1)C=C.[CH3:30][N:31]([C@@H:39]([CH2:43][CH2:44][CH:45]=[CH2:46])[C:40]([OH:42])=O)[C:32](=[O:38])[CH2:33][CH2:34][CH2:35][CH2:36][CH3:37].[CH2:47]([O:50][CH:51]1[C:59]2[C:54](=[CH:55][C:56]([O:60][C:61]3[CH:66]=[CH:65][CH:64]=[CH:63][CH:62]=3)=[CH:57][CH:58]=2)[CH:53]([NH:67][CH2:68][C@@H:69]([O:79][Si:80]([C:83]([CH3:86])([CH3:85])[CH3:84])([CH3:82])[CH3:81])[C@@H:70]([NH2:78])[CH2:71][C:72]2[CH:77]=[CH:76][CH:75]=[CH:74][CH:73]=2)[CH2:52]1)[CH:48]=[CH2:49]>>[CH2:47]([O:50][CH:51]1[C:59]2[C:54](=[CH:55][C:56]([O:60][C:61]3[CH:66]=[CH:65][CH:64]=[CH:63][CH:62]=3)=[CH:57][CH:58]=2)[CH:53]([NH:67][CH2:68][C@@H:69]([O:79][Si:80]([C:83]([CH3:86])([CH3:85])[CH3:84])([CH3:81])[CH3:82])[C@@H:70]([NH:78][C:40](=[O:42])[C@@H:39]([N:31]([CH3:30])[C:32](=[O:38])[CH2:33][CH2:34][CH2:35][CH2:36][CH3:37])[CH2:43][CH2:44][CH:45]=[CH2:46])[CH2:71][C:72]2[CH:73]=[CH:74][CH:75]=[CH:76][CH:77]=2)[CH2:52]1)[CH:48]=[CH2:49]. Procedure details: Step EX (1): (S)-2-(N-methylhexanamido)hex-5-enoic acid (500 mg, 2.1 mmol) and (2R,3S)-N1-(3-(allyloxy)-6-phenoxy-2,3-dihydro-1H-inden-1-yl)-2-(tert-butyldimethylsilyloxy)-4-phenylbutane-1,3-diamine (1.2 g, 2.1 mmol, from Preparation BC) were coupled using a procedure analogous to Step CA (1) to afford 650 mg (40% yield) of (2S)-N-((2S,3R)-4-(3-(allyloxy)-6-phenoxy-2,3-dihydro-1H-inden-1-ylamino)-3-(tert-butyldimethylsilyloxy)-1-phenylbutan-2-yl)-2-(N-methylhexanamido)hex-5-enamide. LC-MS (M+H)+... Reactants: C(C)(=O)OC(C)(C)C.[Li] (lithium tert.-butyl acetate), ii, C1CC(=O)N(C1=O)Cl (NCS), C(C)=NO (acetaldoxime), COC(C1=CC(=NC=C1)C1=CC(=NO1)C)=O (2-(3-methyl-isoxazol-5-yl)-isonicotinic acid methyl ester), C(=O)([O-])[O-].[K+].[K+] (K2CO3), iii, COC(C1=CC(=NC=C1)I)=O (2-iodo-isonicotinic acid methyl ester), C[Si](C)(C)C#C (trimethylsilylacetylene). The solvent is C(Cl)(Cl)Cl (CHCl3), CCN(CC)CC (Et3N), N1=CC=CC=C1 (pyridine), CO (MeOH). Yields the product C(C)(C)(C)OC(CC(=O)C1=CC(=NC=C1)C1=CC(=NO1)C)=O (3-[2-(3-Methyl-isoxazol-5-yl)-pyridin-4-yl]-3-oxo-propionic acid tert.-butyl ester), solid. As a reaction SMILES: CO[C:3](=[O:16])[C:4]1[CH:9]=[CH:8][N:7]=[C:6]([C:10]2[O:14][N:13]=[C:12]([CH3:15])[CH:11]=2)[CH:5]=1.COC(=O)C1C=CN=C(I)C=1.C[Si](C#C)(C)C.C([O-])([O-])=O.[K+].[K+].C1C(=O)N(Cl)C(=O)C1.C(=NO)C.[C:52]([O:55][C:56]([CH3:59])([CH3:58])[CH3:57])(=[O:54])[CH3:53].[Li]>CO.C(Cl)(Cl)Cl.N1C=CC=CC=1.CCN(CC)CC>[C:56]([O:55][C:52](=[O:54])[CH2:53][C:3]([C:4]1[CH:9]=[CH:8][N:7]=[C:6]([C:10]2[O:14][N:13]=[C:12]([CH3:15])[CH:11]=2)[CH:5]=1)=[O:16])([CH3:59])([CH3:58])[CH3:57] |f:3.4.5,8.9,^1:59|. Procedure: The title compound was prepared from 2-(3-methyl-isoxazol-5-yl)-isonicotinic acid methyl ester [prepared by i.) reaction of 2-iodo-isonicotinic acid methyl ester [CAS-No. 134579-47-8] with trimethylsilylacetylene according to general procedure H; ii.) desilylation by reaction with cat. K2CO3 in MeOH at 0° C. for 4 h; iii.) cycloadditon with a mixture of NCS, acetaldoxime, Et3N and cat. amount of pyridine in CHCl3 at 50° C. according to Tetrahedron 1984, 40, 2985-2988] by treatment with lithium t... Reactants: N1CC(C1)C=1C(=C(C=C(C1C)Cl)C(C)NC(OC(C)(C)C)=O)OC (tert-butyl [1-(3-azetidin-3-yl-5-chloro-2-methoxy-4-methylphenyl)ethyl]carbamate), CO (methanol), C(C)(=O)O[BH-](OC(C)=O)OC(C)=O.[Na+] (sodium triacetoxyborohydride), CC(=O)C (acetone). Run in C(C)#N (acetonitrile), C1CCOC1 (THF), O (water). Run at time 4 hour. The product is ClC=1C(=C(C(=C(C1)C(C)NC(OC(C)(C)C)=O)OC)C1CN(C1)C(C)C)C (tert-Butyl {1-[5-chloro-3-(1-isopropylazetidin-3-yl)-2-methoxy-4-methylphenyl]ethyl}carbamate). As a reaction SMILES: [NH:1]1[CH2:4][CH:3]([C:5]2[C:6]([O:23][CH3:24])=[C:7]([CH:13]([NH:15][C:16](=[O:22])[O:17][C:18]([CH3:21])([CH3:20])[CH3:19])[CH3:14])[CH:8]=[C:9]([Cl:12])[C:10]=2[CH3:11])[CH2:2]1.CO.[CH3:27][C:28]([CH3:30])=O.C(O[BH-](OC(=O)C)OC(=O)C)(=O)C.[Na+]>C(#N)C.O.C1COCC1>[Cl:12][C:9]1[C:10]([CH3:11])=[C:5]([CH:3]2[CH2:4][N:1]([CH:28]([CH3:30])[CH3:27])[CH2:2]2)[C:6]([O:23][CH3:24])=[C:7]([CH:13]([NH:15][C:16](=[O:22])[O:17][C:18]([CH3:19])([CH3:20])[CH3:21])[CH3:14])[CH:8]=1 |f:3.4|. Procedure details: To a mixture of tert-butyl [1-(3-azetidin-3-yl-5-chloro-2-methoxy-4-methylphenyl)ethyl]carbamate (20 mg, 0.06 mmol) in acetonitrile (0.2 mL)/methanol (0.2 mL)/THF (0.2 mL) was added acetone (48 μL, 0.65 mmol). The mixture was stirred at room temperature for 30 min before the addition of sodium triacetoxyborohydride (36 mg, 0.17 mmol). The mixture was stirred at room temperature for 4 hours. The mixture was then diluted with water and extracted with dichloromethane. The organic layers were dried ... Reactants: N1N=CC(=C1)C=1C2=C(N=CN1)N(C=C2)COCC[Si](C)(C)C (4-(1H-pyrazol-4-yl)-7-[2-(trimethylsilyl)ethoxy]methyl-7H-pyrrolo[2,3-d]pyrimidine), C1CCC2=NCCCN2CC1 (DBU), [N+](=O)([O-])C=1C=C(C=CC1)\C=C/C#N ((2Z)-3-(3-nitrophenyl)acrylonitrile). The solvent is C(C)#N (ACN), C(C)#N (ACN). Run at temperature 67 celsius. The product is [N+](=O)([O-])C=1C=C(C=CC1)C(CC#N)N1N=CC(=C1)C=1C2=C(N=CN1)N(C=C2)COCC[Si](C)(C)C (3-(3-nitrophenyl)-3-[4-(7-[2-(trimethylsilyl)ethoxy]methyl-7H-pyrrolo[2,3-d]pyrimidin-4-yl)-1H-pyrazol-1-yl]propanenitrile). Reaction SMILES: [NH:1]1[CH:5]=[C:4]([C:6]2[C:7]3[CH:14]=[CH:13][N:12]([CH2:15][O:16][CH2:17][CH2:18][Si:19]([CH3:22])([CH3:21])[CH3:20])[C:8]=3[N:9]=[CH:10][N:11]=2)[CH:3]=[N:2]1.C1CCN2C(=NCCC2)CC1.[N+:34]([C:37]1[CH:38]=[C:39](/[CH:43]=[CH:44]\[C:45]#[N:46])[CH:40]=[CH:41][CH:42]=1)([O-:36])=[O:35]>C(#N)C>[N+:34]([C:37]1[CH:38]=[C:39]([CH:43]([N:1]2[CH:5]=[C:4]([C:6]3[C:7]4[CH:14]=[CH:13][N:12]([CH2:15][O:16][CH2:17][CH2:18][Si:19]([CH3:22])([CH3:21])[CH3:20])[C:8]=4[N:9]=[CH:10][N:11]=3)[CH:3]=[N:2]2)[CH2:44][C:45]#[N:46])[CH:40]=[CH:41][CH:42]=1)([O-:36])=[O:35]. Reported procedure: To 4-(1H-pyrazol-4-yl)-7-[2-(trimethylsilyl)ethoxy]methyl-7H-pyrrolo[2,3-d]pyrimidine (0.500 g, 0.00158 mol) in 8.0 mL of dry ACN was added DBU (0.24 mL, 0.0016 mol) followed by addition of (2Z)-3-(3-nitrophenyl)acrylonitrile (0.36 g, 0.0021 mol) in 2.0 mL of ACN. The reaction mixture was heated at 67° C. for 18 hours. This was cooled to room temperature, and the mixture was partitioned between diluted hydrochloric acid and ethyl acetate. The organic layer was washed with saturated sodium chlori... Reactants: NC1CC1, Nc1nc(Cl)ccc1C(=O)NCc1ccc(OCc2ccccc2)cc1, C1CCOC1. Product: Nc1nc(NC2CC2)ccc1C(=O)NCc1ccc(OCc2ccccc2)cc1. Reaction SMILES: [CH:27]1([NH2:30])[CH2:28][CH2:29]1.[NH2:1][c:2]1[c:3]([C:4](=[O:5])[NH:6][CH2:7][c:8]2[cH:9][cH:10][c:11]([O:14][CH2:15][c:16]3[cH:17][cH:18][cH:19][cH:20][cH:21]3)[cH:12][cH:13]2)[cH:22][cH:23][c:24]([Cl:26])[n:25]1.[O:31]1[CH2:32][CH2:33][CH2:34][CH2:35]1>>[NH2:1][c:2]1[c:3]([C:4](=[O:5])[NH:6][CH2:7][c:8]2[cH:9][cH:10][c:11]([O:14][CH2:15][c:16]3[cH:17][cH:18][cH:19][cH:20][cH:21]3)[cH:12][cH:13]2)[cH:22][cH:23][c:24]([NH:30][CH:27]2[CH2:28][CH2:29]2)[n:25]1. The reactants are COc1ccc(C(=O)Cl)cc1, COc1ccc(C(=O)Cc2c(Cl)cncc2Cl)cc1OC. The product is COc1ccc(C(=O)OC(=Cc2c(Cl)cncc2Cl)c2ccc(OC)c(OC)c2)cc1. Reaction SMILES: [CH3:1][O:2][c:3]1[cH:4][cH:5][c:6]([C:7](=[O:8])[Cl:9])[cH:10][cH:11]1.[Cl:12][c:13]1[cH:14][n:15][cH:16][c:17]([Cl:32])[c:18]1[CH2:19][C:20](=[O:21])[c:22]1[cH:23][c:24]([O:30][CH3:31])[c:25]([O:28][CH3:29])[cH:26][cH:27]1>>[CH3:1][O:2][c:3]1[cH:4][cH:5][c:6]([C:7](=[O:8])[O:21][C:20](=[CH:19][c:18]2[c:13]([Cl:12])[cH:14][n:15][cH:16][c:17]2[Cl:32])[c:22]2[cH:23][c:24]([O:30][CH3:31])[c:25]([O:28][CH3:29])[cH:26][cH:27]2)[cH:10][cH:11]1. RXN SMILES: [C:1]([C:4]1[CH:5]=[N:6][N:7]([C:12]2[CH:17]=[C:16]([Cl:18])[CH:15]=[C:14]([Cl:19])[CH:13]=2)[C:8]=1[C:9]([NH2:11])=[O:10])([OH:3])=[O:2].[CH2:20](O)[CH3:21]>Cl>[Cl:19][C:14]1[CH:13]=[C:12]([N:7]2[C:8]([C:9]([NH2:11])=[O:10])=[C:4]([C:1]([O:3][CH2:20][CH3:21])=[O:2])[CH:5]=[N:6]2)[CH:17]=[C:16]([Cl:18])[CH:15]=1. Starting materials: C(=O)(O)C=1C=NN(C1C(=O)N)C1=CC(=CC(=C1)Cl)Cl (4-carboxy-1-(3,5-dichlorophenyl)-5-pyrazolecarboxamide), C(C)O (ethanol). The product is ClC=1C=C(C=C(C1)Cl)N1N=CC(=C1C(=O)N)C(=O)OCC (1-(3,5-dichlorophenyl)-4-ethoxycarbonyl-5-pyrazolecarboxamide). Procedure: Two g of the compound of Example 2 was suspended in 80 ml of absolute ethanol and hydrogen chloride 9as was bubbled through for 5 minutes. The mixture was then heated under reflux for 2 hours and cooled, and was then filtered. The solids were collected and dried to obtain 1.25 g of the desired product, m.p. 164°-166°. The solvent is Cl (hydrogen chloride).